This data is from the Open Reaction Database (ORD), a public repository of structured organic reaction records. The task is: describe an organic reaction: reactants, conditions, products, and yield Starting materials: C1(CCCCC1)CC(=O)O (cyclohexylacetic acid), ClS(=O)(=O)N=C=O (chlorosulfonyl isocyanate), CN(C)C=O (DMF). The solvent is C(Cl)Cl (CH2Cl2), C(Cl)Cl (CH2Cl2). Reaction conditions: temperature 0 celsius. Product: C1(CCCCC1)CC#N (Cyclohexylacetonitrile), oil. Yield: 85.0%. As a reaction SMILES: [CH:1]1([CH2:7][C:8](O)=O)[CH2:6][CH2:5][CH2:4][CH2:3][CH2:2]1.ClS([N:15]=C=O)(=O)=O.CN(C=O)C>C(Cl)Cl>[CH:1]1([CH2:7][C:8]#[N:15])[CH2:6][CH2:5][CH2:4][CH2:3][CH2:2]1. Procedure details: A solution of the cyclohexylacetic acid (20.0 g, 141 mmol) in CH2Cl2 (80 mL) was heated to reflux and a solution of chlorosulfonyl isocyanate (20.9 g, 148 mmol) in CH2Cl2 (18 mL) was added dropwise over 40 minutes. After the addition was complete, stirring was continued at reflux for 65 minutes. The mixture was cooled to 0° C., and DMF (21.1 g, 288 mmol) was added dropwise. The mixture was allowed to warm to room temperature and stirred 18 hours. The mixture was poured over ice, the organic laye... Reactants: CC(C)(C)C(=O)OCn1ccc2c(-c3cnn(C(=CC(N)=O)C4CCCC4)c3)ncnc21, [H][H], C1CCOC1. Yields the product CC(C)(C)C(=O)OCn1ccc2c(-c3cnn(C(CC(N)=O)C4CCCC4)c3)ncnc21. RXN SMILES: [C:1]([C:2]([CH3:3])([CH3:4])[CH3:5])(=[O:6])[O:7][CH2:8][n:9]1[cH:10][cH:11][c:12]2[c:13]1[n:14][cH:15][n:16][c:17]2-[c:18]1[cH:19][n:20][n:21]([C:23](=[CH:24][C:25](=[O:26])[NH2:27])[CH:28]2[CH2:29][CH2:30][CH2:31][CH2:32]2)[cH:22]1.[H:38][H:39].[O:33]1[CH2:34][CH2:35][CH2:36][CH2:37]1>>[C:1]([C:2]([CH3:3])([CH3:4])[CH3:5])(=[O:6])[O:7][CH2:8][n:9]1[cH:10][cH:11][c:12]2[c:13]1[n:14][cH:15][n:16][c:17]2-[c:18]1[cH:19][n:20][n:21]([CH:23]([CH2:24][C:25](=[O:26])[NH2:27])[CH:28]2[CH2:29][CH2:30][CH2:31][CH2:32]2)[cH:22]1. Reactants: C(C)(=O)NC1=C(C(C(=O)O)=CC=C1O)C(=O)O (3-acetamido-4-hydroxyphthalic acid), CC=1OC2=C(N1)C(=C(C=C2)C(=O)O)C(=O)O (2-methyl-4,5-benzoxazoledicarboxylic acid). Solvent: C(C)(=O)OC(C)=O (acetic anhydride), S(O)(O)(=O)=O (sulfuric acid). Conditions: temperature 110 celsius, time 18 hour. Yields the product CC=1OC2=C(N1)C1=C(C=C2)C(=O)OC1=O (2-Methyl-4,5-benzoxazoledicarboxylic anhydride). RXN SMILES: [C:1]([NH:4][C:5]1[C:13]([OH:14])=[CH:12][CH:11]=[C:7]([C:8]([OH:10])=O)[C:6]=1[C:15]([OH:17])=[O:16])(=O)[CH3:2].CC1OC2C=CC(C(O)=O)=C(C(O)=O)C=2N=1>C(OC(=O)C)(=O)C.S(=O)(=O)(O)O>[CH3:2][C:1]1[O:14][C:13]2[CH:12]=[CH:11][C:7]3[C:8]([O:17][C:15](=[O:16])[C:6]=3[C:5]=2[N:4]=1)=[O:10]. Reported procedure: A 4:1 mixture of 3-acetamido-4-hydroxyphthalic acid and 2-methyl-4,5-benzoxazoledicarboxylic acid in acetic anhydride and concentrated sulfuric acid (0.10 mL) is stirred for 18 hours at 110° C., cooled and filtered. The white solid filter cake is air dried to give the title product, 5.39 g (77.1%), identified by NMR and IR spectral analyses. Starting materials: ClC(Cl)(Cl)Cl, COC(=O)c1ccc(C)c(Cl)c1, CC(C)(C#N)N=NC(C)(C)C#N, O=C1CCC(=O)N1Br. The product is COC(=O)c1ccc(CBr)c(Cl)c1. RXN SMILES: [C:33]([Cl:34])([Cl:35])([Cl:36])[Cl:37].[Cl:1][c:2]1[cH:3][c:4]([C:5](=[O:6])[O:7][CH3:8])[cH:9][cH:10][c:11]1[CH3:12].[N:21]#[C:22][C:23]([N:24]=[N:25][C:26]([C:27]#[N:28])([CH3:29])[CH3:30])([CH3:31])[CH3:32].[O:13]=[C:14]1[N:15]([Br:20])[C:16](=[O:17])[CH2:18][CH2:19]1>>[Cl:1][c:2]1[cH:3][c:4]([C:5](=[O:6])[O:7][CH3:8])[cH:9][cH:10][c:11]1[CH2:12][Br:20]. Starting materials: C([O-])([O-])=O.[K+].[K+] (potassium carbonate), ClCCl (dichloromethane), BrC=1C=C2C=CC(=C(C2=CC1)C)OCC#N (2-[(6-bromo-1-methyl-2-naphthyl)oxy]acetonitrile), O1C(=CC2=C1C=CC=C2)B(O)O (2-benzofuranboronic acid). The reagents and catalysts are C1=CC=C(C=C1)P([C-]2C=CC=C2)C3=CC=CC=C3.C1=CC=C(C=C1)P([C-]2C=CC=C2)C3=CC=CC=C3.Cl[Pd]Cl.[Fe+2] ([1,1′-bis(diphenylphosphino)ferrocene]dichloropalladium). Solvent: O (water), O1CCOCC1 (dioxane). Yields the product O1C(=CC2=C1C=CC=C2)C=2C=C1C=CC(=C(C1=CC2)C)OCC#N (2-{[6-(1-benzofuran-2-yl)-1-methyl-2-naphthyl]oxy}acetonitrile), solid. RXN SMILES: Br[C:2]1[CH:3]=[C:4]2[C:9](=[CH:10][CH:11]=1)[C:8]([CH3:12])=[C:7]([O:13][CH2:14][C:15]#[N:16])[CH:6]=[CH:5]2.[O:17]1[C:21]2[CH:22]=[CH:23][CH:24]=[CH:25][C:20]=2[CH:19]=[C:18]1B(O)O.ClCCl.C(=O)([O-])[O-].[K+].[K+]>O1CCOCC1.O.C1C=CC(P(C2C=CC=CC=2)[C-]2C=CC=C2)=CC=1.C1C=CC(P(C2C=CC=CC=2)[C-]2C=CC=C2)=CC=1.Cl[Pd]Cl.[Fe+2]>[O:17]1[C:21]2[CH:22]=[CH:23][CH:24]=[CH:25][C:20]=2[CH:19]=[C:18]1[C:2]1[CH:3]=[C:4]2[C:9](=[CH:10][CH:11]=1)[C:8]([CH3:12])=[C:7]([O:13][CH2:14][C:15]#[N:16])[CH:6]=[CH:5]2 |f:3.4.5,8.9.10.11|. Reported procedure: Following the procedure described in Step 1 of Example 1, 2-[(6-bromo-1-methyl-2-naphthyl)oxy]acetonitrile (4.93 g, 17.9 mmol) was coupled to 2-benzofuranboronic acid (3.58 g, 22.1 mmol) using [1,1′-bis(diphenylphosphino)ferrocene]dichloropalladium (II) complex with dichloromethane (1:1) (0.452 g, 0.553 mmol) and potassium carbonate (3.75 g, 27.1 mmol) in dioxane (130 mL) and water (13 mL). Purification by flash chromatography using 3-9% ethyl acetate in hexane as an eluant yielded 2-{[6-(1-benz... Procedure: Ethyl 2,4-difluorobenzoate (1.14 g), K3PO4 (1.30 g) and 5-hydroxyindazole (0.90 g) were stirred at 110° C. in diglyme (12 mL) for 24 hours. The reaction was cooled and poured into ether. The solution was washed three times with 1M NaOH solution, and brine, and dried. The solution was then concentrated, and the crude product was chromatographed on silica gel with 20% ethyl acetate/hexanes. Product: N1N=CC2=CC(=CC=C12)OC1=C(C(=O)OCC)C=CC(=C1)F (ethyl 2-(1H-indazol-5-yloxy)-4-fluorobenzoate). Run in COCCOCCOC (diglyme). Reactants: CCOCC (ether), FC1=C(C(=O)OCC)C=CC(=C1)F (Ethyl 2,4-difluorobenzoate), [O-]P(=O)([O-])[O-].[K+].[K+].[K+] (K3PO4), OC=1C=C2C=NNC2=CC1 (5-hydroxyindazole). RXN SMILES: F[C:2]1[CH:12]=[C:11]([F:13])[CH:10]=[CH:9][C:3]=1[C:4]([O:6][CH2:7][CH3:8])=[O:5].[O-]P([O-])([O-])=O.[K+].[K+].[K+].[OH:22][C:23]1[CH:24]=[C:25]2[C:29](=[CH:30][CH:31]=1)[NH:28][N:27]=[CH:26]2.CCOCC>COCCOCCOC>[NH:28]1[C:29]2[C:25](=[CH:24][C:23]([O:22][C:2]3[CH:12]=[C:11]([F:13])[CH:10]=[CH:9][C:3]=3[C:4]([O:6][CH2:7][CH3:8])=[O:5])=[CH:31][CH:30]=2)[CH:26]=[N:27]1 |f:1.2.3.4|. The reactants are Fc1ccc(Br)cc1I, [Li]CCCC, C=CCOCC(=O)N(C)OC, CCCCCC, C1CCOC1. Product: C=CCOCC(=O)c1cc(Br)ccc1F. RXN SMILES: [Br:1][c:2]1[cH:3][c:4]([I:9])[c:5]([F:8])[cH:6][cH:7]1.[CH2:10]([Li:11])[CH2:12][CH2:13][CH3:14].[CH2:21]([CH:22]=[CH2:23])[O:24][CH2:25][C:26](=[O:27])[N:28]([O:29][CH3:30])[CH3:31].[CH3:15][CH2:16][CH2:17][CH2:18][CH2:19][CH3:20].[O:32]1[CH2:33][CH2:34][CH2:35][CH2:36]1>>[Br:1][c:2]1[cH:3][c:4]([C:26]([CH2:25][O:24][CH2:21][CH:22]=[CH2:23])=[O:27])[c:5]([F:8])[cH:6][cH:7]1.